This data is from the Open Reaction Database (ORD), a public repository of structured organic reaction records. The task is: describe an organic reaction: reactants, conditions, products, and yield The reactants are O=C([O-])[O-], CN(C)C=O, Cl, [K+], [K+], NS(=O)(=O)N1CCCCC1, ClCc1ccccn1. Yields the product O=S(=O)(NCc1ccccn1)N1CCCCC1. Reaction SMILES: [C:11](=[O:12])([O-:13])[O-:14].[CH3:26][N:27]([CH3:28])[CH:29]=[O:30].[ClH:17].[K+:15].[K+:16].[N:1]1([S:7](=[O:8])(=[O:9])[NH2:10])[CH2:2][CH2:3][CH2:4][CH2:5][CH2:6]1.[c:18]1([CH2:24][Cl:25])[cH:19][cH:20][cH:21][cH:22][n:23]1>>[N:1]1([S:7](=[O:8])(=[O:9])[NH:10][CH2:24][c:18]2[cH:19][cH:20][cH:21][cH:22][n:23]2)[CH2:2][CH2:3][CH2:4][CH2:5][CH2:6]1.